Dataset: the Open Reaction Database (ORD), a public repository of structured organic reaction records. Task: describe an organic reaction: reactants, conditions, products, and yield Reactants: NCc1ccco1, NS(=O)(=O)c1cc(S(N)(=O)=O)c(-c2ccccc2)cc1NCc1ccco1, CC(=O)O, NS(=O)(=O)c1cc(S(N)(=O)=O)c(-c2ccccc2)cc1F, O, O=C(O)C(F)(F)F. The product is Nc1cc(-c2ccccc2)c(S(N)(=O)=O)cc1S(N)(=O)=O. RXN SMILES: [CH2:22]([NH2:23])[c:24]1[o:25][cH:26][cH:27][cH:28]1.[CH2:29]([c:30]1[o:31][cH:32][cH:33][cH:34]1)[NH:35][c:36]1[c:37]([S:52](=[O:53])(=[O:54])[NH2:55])[cH:38][c:39]([S:48](=[O:49])(=[O:50])[NH2:51])[c:40](-[c:42]2[cH:43][cH:44][cH:45][cH:46][cH:47]2)[cH:41]1.[CH3:64][C:65](=[O:66])[OH:67].[F:1][c:2]1[cH:3][c:4](-[c:5]2[cH:6][cH:7][cH:8][cH:9][cH:10]2)[c:11]([S:12]([NH2:13])(=[O:14])=[O:15])[cH:16][c:17]1[S:18]([NH2:19])(=[O:20])=[O:21].[OH2:63].[OH:56][C:57]([C:58]([F:59])([F:60])[F:61])=[O:62]>>[NH2:35][c:36]1[c:37]([S:52](=[O:53])(=[O:54])[NH2:55])[cH:38][c:39]([S:48](=[O:49])(=[O:50])[NH2:51])[c:40](-[c:42]2[cH:43][cH:44][cH:45][cH:46][cH:47]2)[cH:41]1. Starting materials: C(C)(C)[N-]C(C)C.[Li+] (lithium diisopropylamide), C(#N)C1=C(C(=CC=C1)C#N)C (2,6-dicyanotoluene), CN(CCN(C)C)C (tetramethyl ethylenediamine), C1(=CC=CC=C1)CCCCCCCCI (8-phenyloctyl iodide). The solvent is O1CCCC1 (tetrahydrofuran), O1CCCC1 (tetrahydrofuran), O (Water). Run at temperature -70 celsius, time 1 hour. Yields the product C1(=CC=CC=C1)CCCCCCCCCC1=C(C=CC=C1C#N)C#N (2-(9-phenylnonyl)-1,3-benzenedicarbonitrile). RXN SMILES: C([N-]C(C)C)(C)C.[Li+].[C:9]([C:11]1[CH:16]=[CH:15][CH:14]=[C:13]([C:17]#[N:18])[C:12]=1[CH3:19])#[N:10].CN(C)CCN(C)C.[C:28]1([CH2:34][CH2:35][CH2:36][CH2:37][CH2:38][CH2:39][CH2:40][CH2:41]I)[CH:33]=[CH:32][CH:31]=[CH:30][CH:29]=1>O1CCCC1.O>[C:28]1([CH2:34][CH2:35][CH2:36][CH2:37][CH2:38][CH2:39][CH2:40][CH2:41][CH2:19][C:12]2[C:13]([C:17]#[N:18])=[CH:14][CH:15]=[CH:16][C:11]=2[C:9]#[N:10])[CH:33]=[CH:32][CH:31]=[CH:30][CH:29]=1 |f:0.1|. Reported procedure: A solution of lithium diisopropylamide 1.5M in tetrahydrofuran (6 ml, 9 mmol) was added dropwise to a stirred solution of 2,6-dicyanotoluene (0.85 g, 6 mmol) and tetramethyl ethylenediamine (1.04 g, 9 mmol) in dry tetrahydrofuran (50 ml), cooled to -70° C. under nitrogen. After one hour, 8-phenyloctyl iodide (2.15 g, 6.8 mmol) was added dropwise at -70° C. to the intense blue suspension, then allowed to warm to 0° C. over one hour. Water (100 ml) was added (cautiously at first) to the brown mixt... Reactants: Nc1cn2cc(Br)ccc2n1, C1CCOC1, Cc1cc(C)nc(C)c1, O=C(Cl)Oc1ccccc1. The product is O=C(Nc1cn2cc(Br)ccc2n1)Oc1ccccc1. RXN SMILES: [Br:1][c:2]1[cH:3][cH:4][c:5]2[n:6]([cH:7]1)[cH:8][c:9]([NH2:11])[n:10]2.[CH2:31]1[O:32][CH2:33][CH2:34][CH2:35]1.[CH3:12][c:13]1[cH:14][c:15]([CH3:16])[cH:17][c:18]([CH3:19])[n:20]1.[Cl:21][C:22](=[O:23])[O:24][c:25]1[cH:26][cH:27][cH:28][cH:29][cH:30]1>>[Br:1][c:2]1[cH:3][cH:4][c:5]2[n:6]([cH:7]1)[cH:8][c:9]([NH:11][C:22](=[O:23])[O:24][c:25]1[cH:26][cH:27][cH:28][cH:29][cH:30]1)[n:10]2. Starting materials: CCO, NN, COC(=O)c1cc(Cl)c(N)cc1OC, O. Product: COc1cc(N)c(Cl)cc1C(=O)NN. RXN SMILES: [CH3:18][CH2:19][OH:20].[NH2:16][NH2:17].[NH2:1][c:2]1[cH:3][c:4]([O:13][CH3:14])[c:5]([C:6](=[O:7])[O:8][CH3:9])[cH:10][c:11]1[Cl:12].[OH2:15]>>[NH2:1][c:2]1[cH:3][c:4]([O:13][CH3:14])[c:5]([C:6](=[O:7])[NH:16][NH2:17])[cH:10][c:11]1[Cl:12]. Starting materials: Br.BrCCCN (3-bromopropylamine hydrobromide), [OH-].[Na+] (sodium hydroxide), C(CCC)OC1=C(C(C1=O)=O)OCCCC (1,2-Dibutoxy-1-cyclobutene -3,4-dione). The solvent is CO (methanol). Run at time 15 minute. The product is C(CCC)OC1=C(C(C1=O)=O)NCCCBr (1-Butoxy-2-(3-bromopropylamino)-1-cyclobutene-3,4-dione). Isolated yield 95.0%. As a reaction SMILES: Br.[Br:2][CH2:3][CH2:4][CH2:5][NH2:6].[OH-].[Na+].[CH2:9]([O:13][C:14]1[C:17](=O)[C:16](=[O:19])[C:15]=1[O:20]CCCC)[CH2:10][CH2:11][CH3:12]>CO>[CH2:9]([O:13][C:14]1[C:15](=[O:20])[C:16](=[O:19])[C:17]=1[NH:6][CH2:5][CH2:4][CH2:3][Br:2])[CH2:10][CH2:11][CH3:12] |f:0.1,2.3|. Procedure details: Solid 3-bromopropylamine hydrobromide (31.0 g, 0.1416 mole) was added with stirring to a solution of sodium hydroxide (5.77 g, 0.140 mole) in methanol (152 mL) and stirred at ambient temperature for 15 minutes. The solution was cooled to 0°-5° C. and then added with stirring to the solution of Step A. The mixture was stirred at 22° C. for 1.5 hours then concentrated under reduced pressure (40° C.) to about 120 mL volume. Toluene (120 mL) was added and the mixture was washed with water (240 mL). ... The product is C1(CC1)CN(C1=CC(=C(C#N)C=C1)C(F)(F)F)CCCO (4-[(Cyclopropylmethyl)(3-hydroxypropyl)amino]-2-(trifluoromethyl)benzonitrile). Starting materials: C1(CC1)CNC1=CC(=C(C#N)C=C1)C(F)(F)F (4-[(cyclopropylmethyl) amino]-2-(trifluoromethyl)benzonitrile), BrCCCO[Si](C)(C)C(C)(C)C ([(3-bromopropyl)oxy](1,1-dimethylethyl)dimethylsilane). As a reaction SMILES: [CH:1]1([CH2:4][NH:5][C:6]2[CH:13]=[CH:12][C:9]([C:10]#[N:11])=[C:8]([C:14]([F:17])([F:16])[F:15])[CH:7]=2)[CH2:3][CH2:2]1.Br[CH2:19][CH2:20][CH2:21][O:22][Si](C(C)(C)C)(C)C>>[CH:1]1([CH2:4][N:5]([CH2:19][CH2:20][CH2:21][OH:22])[C:6]2[CH:13]=[CH:12][C:9]([C:10]#[N:11])=[C:8]([C:14]([F:15])([F:16])[F:17])[CH:7]=2)[CH2:3][CH2:2]1. Procedure: Synthesized as described in Example 1B from 4-[(cyclopropylmethyl) amino]-2-(trifluoromethyl)benzonitrile and [(3-bromopropyl)oxy](1,1-dimethylethyl)dimethylsilane: 1H NMR (300 MHz, CD3OD) δ 7.63 (d, J=8.7 Hz, 1H), 7.11 (d, J=2.6 Hz, 1H), 7.02 (dd, J=9.0, 2.7 Hz, 1H), 3.66-3.56 (m, 4H), 3.37 (d, J=6.4 Hz, 2H), 1.83 (tt, J=7.2, 6.2 Hz, 2H), 1.13-0.98 (m, 1H), 0.64-0.53 (m, 2H), 0.37-0.28 (m, 2H); MS (APCI) m/z 299 (M+1). The reactants are C(C)(C)(C)OC(=O)N1OC1C1=CC=C(C=C1)C#N (N-(tert-butoxycarbonyl)-3-(4-cyanophenyl)-oxaziridine), NC(CO)(C)C (2-amino-2-methyl-propan-1-ol). The solvent is C(C)OCC (diethyl ether), C(C)OCC (diethyl ether). Conditions: time 2 hour. Yields the product C(C)(C)(C)OC(=O)NNC(CO)(C)C (N′-(2-hydroxy-1,1-dimethyl-ethyl)-hydrazinecarboxylic acid tert-butyl ester). Isolated yield 39.9%. As a reaction SMILES: [C:1]([O:5][C:6]([N:8]1C(C2C=CC(C#N)=CC=2)O1)=[O:7])([CH3:4])([CH3:3])[CH3:2].[NH2:19][C:20]([CH3:24])([CH3:23])[CH2:21][OH:22]>C(OCC)C>[C:1]([O:5][C:6]([NH:8][NH:19][C:20]([CH3:24])([CH3:23])[CH2:21][OH:22])=[O:7])([CH3:2])([CH3:3])[CH3:4]. Procedure details: A solution of N-(tert-butoxycarbonyl)-3-(4-cyanophenyl)-oxaziridine (CAS #: 150884-56-3, purchased from Acros, 5.17 g, 21 mmol) in anhydrous diethyl ether (20 mL) was added to a solution of 2-amino-2-methyl-propan-1-ol (1.78 g, 20 mmol) in anhydrous diethyl ether (20 mL) at room temperature. The reaction mixture stirred at room temperature for 2 hours. Diethyl ether was evaporated under reduced pressure and the residue was purified by flash chromatography eluting with a gradient of 3-5% methanol... Reactants: S1C(=NC2=C1C=CC=C2)NC(=O)C=2C=CC=C1CCN(CC21)C2=CC=C(C(=N2)C(=O)OC(C)(C)C)Br (tert-butyl 6-(8-(benzo[d]thiazol-2-ylcarbamoyl)-3,4-dihydroisoquinolin-2(1H)-yl)-3-bromopicolinate), CC1(OBOC1(C)C)C (4,4,5,5-tetramethyl-1,3,2-dioxaborolane). The reagents and catalysts are C1=CC=C(C=C1)P([C-]2C=CC=C2)C3=CC=CC=C3.C1=CC=C(C=C1)P([C-]2C=CC=C2)C3=CC=CC=C3.Cl[Pd]Cl.[Fe+2].ClCCl ([1,1′-bis(diphenylphosphino)ferrocene]dichloropalladium(II) dichloromethane). Run in O1CCCC1 (tetrahydrofuran), C(C)N(CC)CC (triethylamine), CC#N (CH3CN). Yields the product S1C(=NC2=C1C=CC=C2)NC(=O)C=2C=CC=C1CCN(CC21)C2=CC=C(C(=N2)C(=O)OC(C)(C)C)B2OC(C(O2)(C)C)(C)C (tert-butyl 6-(8-(benzo[d]thiazol-2-ylcarbamoyl)-3,4-dihydroisoquinolin-2(1H)-yl)-3-(4,4,5,5-tetramethyl-1,3,2-dioxaborolan-2-yl)picolinate). As a reaction SMILES: [S:1]1[C:5]2[CH:6]=[CH:7][CH:8]=[CH:9][C:4]=2[N:3]=[C:2]1[NH:10][C:11]([C:13]1[CH:14]=[CH:15][CH:16]=[C:17]2[C:22]=1[CH2:21][N:20]([C:23]1[N:28]=[C:27]([C:29]([O:31][C:32]([CH3:35])([CH3:34])[CH3:33])=[O:30])[C:26](Br)=[CH:25][CH:24]=1)[CH2:19][CH2:18]2)=[O:12].[CH3:37][C:38]1([CH3:45])[C:42]([CH3:44])([CH3:43])[O:41][BH:40][O:39]1>O1CCCC1.C(N(CC)CC)C.CC#N.C1C=CC(P(C2C=CC=CC=2)[C-]2C=CC=C2)=CC=1.C1C=CC(P(C2C=CC=CC=2)[C-]2C=CC=C2)=CC=1.Cl[Pd]Cl.[Fe+2].ClCCl>[S:1]1[C:5]2[CH:6]=[CH:7][CH:8]=[CH:9][C:4]=2[N:3]=[C:2]1[NH:10][C:11]([C:13]1[CH:14]=[CH:15][CH:16]=[C:17]2[C:22]=1[CH2:21][N:20]([C:23]1[N:28]=[C:27]([C:29]([O:31][C:32]([CH3:35])([CH3:34])[CH3:33])=[O:30])[C:26]([B:40]3[O:41][C:42]([CH3:44])([CH3:43])[C:38]([CH3:45])([CH3:37])[O:39]3)=[CH:25][CH:24]=1)[CH2:19][CH2:18]2)=[O:12] |f:5.6.7.8.9|. Procedure details: A mixture of EXAMPLE 1E (1.2 g), 1.0 M 4,4,5,5-tetramethyl-1,3,2-dioxaborolane in tetrahydrofuran (4.24 mL), triethylamine (0.92 mL), and [1,1′-bis(diphenylphosphino)ferrocene]dichloropalladium(II) dichloromethane (0.087 g) in CH3CN (15 mL) was heated at 100° C. under microwave conditions (Biotage) for 30 minutes. After cooling, the reaction mixture was partitioned between water and ethyl acetate. The organic layer was extracted with additional ethyl acetate twice. The combined organic layers we... Starting materials: [OH-].[Na+] (sodium hydroxide), ClC=1C(N(N=CC1N[C@H]1[C@@H]([C@@H]2C([C@H](C1)C2)(C)C)C)CC(=O)C2=CC=C(C=C2)N(CC)CC)=O (4-Chloro-2-{2-[4-(diethylamino)phenyl]-2-oxoethyl-}-5-{[(1R,2R,3R,5S)-2,6,6-trimethylbicyclo[3.1.1]hept-3-yl]amino}pyridazin-3(2H)-one), [H-].[Al+3].[Li+].[H-].[H-].[H-] (lithium aluminum hydride). The solvent is O1CCCC1 (tetrahydrofuran), O1CCCC1 (tetrahydrofuran). Conditions: time 10 minute. Product: ClC=1C(N(N=CC1N[C@H]1[C@@H]([C@@H]2C([C@H](C1)C2)(C)C)C)CC(O)C2=CC=C(C=C2)N(CC)CC)=O (4-Chloro-2-{2-[4-(diethylamino)phenyl]-2-hydroxyethyl}-5-{[(1R,2R,3R,5S)-2,6,6-trimethylbicyclo[3.1.1]hept-3-yl]amino}pyridazin-3(2H)-one). Yield: 33.2%. As a reaction SMILES: [Cl:1][C:2]1[C:3](=[O:33])[N:4]([CH2:19][C:20]([C:22]2[CH:27]=[CH:26][C:25]([N:28]([CH2:31][CH3:32])[CH2:29][CH3:30])=[CH:24][CH:23]=2)=[O:21])[N:5]=[CH:6][C:7]=1[NH:8][C@@H:9]1[CH2:14][C@@H:13]2[CH2:15][C@@H:11]([C:12]2([CH3:17])[CH3:16])[C@H:10]1[CH3:18].[H-].[Al+3].[Li+].[H-].[H-].[H-].[OH-].[Na+]>O1CCCC1>[Cl:1][C:2]1[C:3](=[O:33])[N:4]([CH2:19][CH:20]([C:22]2[CH:27]=[CH:26][C:25]([N:28]([CH2:31][CH3:32])[CH2:29][CH3:30])=[CH:24][CH:23]=2)[OH:21])[N:5]=[CH:6][C:7]=1[NH:8][C@@H:9]1[CH2:14][C@@H:13]2[CH2:15][C@@H:11]([C:12]2([CH3:16])[CH3:17])[C@H:10]1[CH3:18] |f:1.2.3.4.5.6,7.8|. Procedure: 4-Chloro-2-{2-[4-(diethylamino)phenyl]-2-oxoethyl-}-5-{[(1R,2R,3R,5S)-2,6,6-trimethylbicyclo[3.1.1]hept-3-yl]amino}pyridazin-3(2H)-one (42 mg, 0.0891 mmol) in tetrahydrofuran (2 mL) was added dropwise to lithium aluminum hydride (11 mg, 0.315 mmol) in tetrahydrofuran (2 mL) at 0° C. and stirred at room temperature for 10 minutes. After completion of the reaction, the reaction solution was mixed with aqueous sodium hydroxide, anhydrous, sodium sulfate, then filtered and evaporated under reduced p...